This data is from the Open Reaction Database (ORD), a public repository of structured organic reaction records. The task is: describe an organic reaction: reactants, conditions, products, and yield Starting materials: ClC1=C(C(=O)OC)C=CC=C1[N+](=O)[O-] (methyl 2-chloro-3-nitrobenzoate), C(=O)[O-].[NH4+] (ammonium formate). Reagents/catalysts: C(C)(=O)O (acetic acid), [Zn] (zinc). Run in CO (methanol), C1CCOC1 (THF). Conditions: time 18 hour. The product is NC=1C(=C(C(=O)OC)C=CC1)Cl (methyl 3-amino-2-chlorobenzoate). As a reaction SMILES: [Cl:1][C:2]1[C:11]([N+:12]([O-])=O)=[CH:10][CH:9]=[CH:8][C:3]=1[C:4]([O:6][CH3:7])=[O:5].C([O-])=O.[NH4+]>CO.C1COCC1.C(O)(=O)C.[Zn]>[NH2:12][C:11]1[C:2]([Cl:1])=[C:3]([CH:8]=[CH:9][CH:10]=1)[C:4]([O:6][CH3:7])=[O:5] |f:1.2|. Procedure details: To a solution of methyl 2-chloro-3-nitrobenzoate (2.1 g, 9.7 mmol) in methanol (100 mL) and THF (20 mL) was added zinc powder (1.9 g, 29 mmol), ammonium formate (3.1 g, 49 mmol), and a few drops of acetic acid. The mixture was allowed to stir at RT for 18 hours. Most of the volatiles were removed under reduced pressure. The residue was redissolved in EtOAc (200 mL), washed with brine, concentrated and purified by MPLC to provide methyl 3-amino-2-chlorobenzoate. The reactants are COC(=O)N[C@@H](C(=O)O)C1=CC=CC=C1 ((R)-2-(methoxycarbonylamino)-2-phenylacetic acid), O[C@H]1C[C@H](N(C1)C(=O)OC(C)(C)C)C=1NC(=CN1)C1=CC=C(C=C1)C1=CC2=CC=C(C=C2C=C1)C=1N=C(NC1)[C@H]1N(CCC1)C([C@H](C(C)C)NC(=O)OC)=O ((2S,4S)-tert-butyl 4-hydroxy-2-(5-(4-(6-(2-((S)-1-((S)-2-(methoxycarbonylamino)-3-methylbutanoyl)pyrrolidin-2-yl)-1H-imidazol-4-yl)naphthalen-2-yl)phenyl)-1H-imidazol-2-yl)pyrrolidine-1-carboxylate), O[C@H]1C[C@H](N(C1)C([C@H](C(C)C)NC(=O)OC)=O)C=1NC=C(N1)C1=CC=C(C=C1)C=1C=C2C=CC(=CC2=CC1)C1=CN=C(N1)[C@H]1N(CCC1)C(=O)OC(C)(C)C ((S)-tert-butyl 2-(5-(6-(4-(2-((2S,4S)-4-hydroxy-1-((S)-2-(methoxycarbonylamino)-3-methylbutanoyl)pyrrolidin-2-yl)-1H-imidazol-4-yl)phenyl)naphthalen-2-yl)-1H-imidazol-2-yl)pyrrolidine-1-carboxylate). Yields the product COC(NC(C(C)C)C(=O)N1C(CCC1)C=1NC=C(N1)C1=CC2=CC=C(C=C2C=C1)C1=CC=C(C=C1)C=1NC(=NC1)C1N(CC(C1)=O)C(C(C1=CC=CC=C1)N(C)C)=O)=O ([1-(2-{4-[6-(4-{2-[1-(2-Dimethylamino-2-phenyl-acetyl)-4-oxo-pyrrolidin-2-yl]-3H-imidazol-4-yl}-phenyl)-naphthalen-2-yl]-1H-imidazol-2-yl}-pyrrolidine-1-carbonyl)-2-methyl-propyl]-carbamic acid methyl ester). Reaction SMILES: CO[C:3]([NH:5][C@H:6]([C:10]1[CH:15]=[CH:14][CH:13]=[CH:12][CH:11]=1)[C:7]([OH:9])=O)=O.[OH:16][C@@H:17]1[CH2:21][N:20](C(OC(C)(C)C)=O)[C@H:19]([C:29]2[NH:30][C:31]([C:34]3[CH:39]=[CH:38][C:37]([C:40]4[CH:49]=[CH:48][C:47]5[C:42](=[CH:43][CH:44]=[C:45]([C:50]6[N:51]=[C:52]([C@@H:55]7[CH2:59][CH2:58][CH2:57][N:56]7[C:60](=[O:70])[C@@H:61]([NH:65][C:66]([O:68][CH3:69])=[O:67])[CH:62]([CH3:64])[CH3:63])[NH:53][CH:54]=6)[CH:46]=5)[CH:41]=4)=[CH:36][CH:35]=3)=[CH:32][N:33]=2)[CH2:18]1.O[C@@H:72]1CN(C(=O)[C@@H](NC(OC)=O)C(C)C)[C@H](C2NC=C(C3C=CC(C4C=C5C(=CC=4)C=C(C4NC([C@@H]6CCCN6C(OC(C)(C)C)=O)=NC=4)C=C5)=CC=3)N=2)C1>>[CH3:69][O:68][C:66](=[O:67])[NH:65][CH:61]([C:60]([N:56]1[CH2:57][CH2:58][CH2:59][CH:55]1[C:52]1[NH:53][CH:54]=[C:50]([C:45]2[CH:44]=[CH:43][C:42]3[C:47](=[CH:48][CH:49]=[C:40]([C:37]4[CH:38]=[CH:39][C:34]([C:31]5[NH:30][C:29]([CH:19]6[CH2:18][C:17](=[O:16])[CH2:21][N:20]6[C:7](=[O:9])[CH:6]([N:5]([CH3:3])[CH3:72])[C:10]6[CH:11]=[CH:12][CH:13]=[CH:14][CH:15]=6)=[N:33][CH:32]=5)=[CH:35][CH:36]=4)[CH:41]=3)[CH:46]=2)[N:51]=1)=[O:70])[CH:62]([CH3:64])[CH3:63]. Procedure details: [1-(2-{4-[6-(4-{2-[1-(2-Dimethylamino-2-phenyl-acetyl)-4-oxo-pyrrolidin-2-yl]-3H-imidazol-4-yl}-phenyl)-naphthalen-2-yl]-1H-imidazol-2-yl}-pyrrolidine-1-carbonyl)-2-methyl-propyl]-carbamic acid methyl ester was prepared following Example BN substituting (R)-2-(dimethylamino)-2-phenylacetic acid for (R)-2-(methoxycarbonylamino)-2-phenylacetic acid and (2S,4S)-tert-butyl 4-hydroxy-2-(5-(4-(6-(2-((S)-1-((S)-2-(methoxycarbonylamino)-3-methylbutanoyl)pyrrolidin-2-yl)-1H-imidazol-4-yl)naphthalen-2-yl)... Starting materials: 4h, ClC1=NC2=CC(=C(C(=C2N=C1Cl)[N+](=O)[O-])CC)Cl (2,3,7-trichloro-6-ethyl-5-nitroquinoxaline), ClC1=NC2=CC(=C(C(=C2N=C1Cl)[N+](=O)[O-])Cl)CC (2,3,6-trichloro-7-ethyl-5-nitroquinoxaline), O.O.[Sn](Cl)Cl (tin (II) chloride dihydrate). Solvent: C(C)(=O)OCC (ethyl acetate), C(C)(=O)OCC (ethyl acetate). Yields the product NC1=C2N=C(C(=NC2=CC(=C1CC)Cl)Cl)Cl (5-amino-2,3,7-trichloro-6-ethylquinoxaline), NC1=C2N=C(C(=NC2=CC(=C1Cl)CC)Cl)Cl (5-amino-2,3,6-trichloro-7-ethylquinoxaline). The yield is 91.0%. Reaction SMILES: [Cl:1][C:2]1[C:11]([Cl:12])=[N:10][C:9]2[C:4](=[CH:5][C:6]([Cl:18])=[C:7]([CH2:16][CH3:17])[C:8]=2[N+:13]([O-])=O)[N:3]=1.[Cl:19][C:20]1[C:29]([Cl:30])=[N:28][C:27]2[C:22](=[CH:23][C:24]([CH2:35][CH3:36])=[C:25]([Cl:34])[C:26]=2[N+:31]([O-])=O)[N:21]=1.O.O.[Sn](Cl)Cl>C(OCC)(=O)C>[NH2:13][C:8]1[C:7]([CH2:16][CH3:17])=[C:6]([Cl:18])[CH:5]=[C:4]2[C:9]=1[N:10]=[C:11]([Cl:12])[C:2]([Cl:1])=[N:3]2.[NH2:31][C:26]1[C:25]([Cl:34])=[C:24]([CH2:35][CH3:36])[CH:23]=[C:22]2[C:27]=1[N:28]=[C:29]([Cl:30])[C:20]([Cl:19])=[N:21]2 |f:2.3.4|. Reported procedure: A mixture of 2,3,7-trichloro-6-ethyl-5-nitroquinoxaline and 2,3,6-trichloro-7-ethyl-5-nitroquinoxaline (200 mg, 0.652 mmol), tin (II) chloride dihydrate (1.03 g, 4.57 mmol) and ethyl acetate (6.5 ml) was heated under reflux for 4h, cooled and diluted with ethyl acetate. The solution was washed with 10% aqueous sodium carbonate (25 ml). The aqueous layer was extracted with ethyl acetate (2×25 ml), and the combined organic solutions were washed with 10% aqueous sodium carbonate (2×25 ml), saturate... Reactants: CCO, Cc1ccccc1, O=[N+]([O-])CC12CCCN1CCC2, N, [Na+], [OH-]. Product: NCC12CCCN1CCC2. As a reaction SMILES: [CH3:16][CH2:17][OH:18].[CH3:19][c:20]1[cH:21][cH:22][cH:23][cH:24][cH:25]1.[N+:1]([O-:2])(=[O:3])[CH2:4][C:5]12[CH2:6][CH2:7][CH2:8][N:9]1[CH2:10][CH2:11][CH2:12]2.[NH3:15].[Na+:14].[OH-:13]>>[NH2:1][CH2:4][C:5]12[CH2:6][CH2:7][CH2:8][N:9]1[CH2:10][CH2:11][CH2:12]2. Starting materials: CC(Cl)Cl, ClCCl, O=C1CCC(=O)N1I, O=C(c1cccc(-c2cnc3[nH]ncc3c2)c1)N1CCOCC1. Product: O=C(c1cccc(-c2cnc3[nH]nc(I)c3c2)c1)N1CCOCC1. Reaction SMILES: [Cl:32][CH:33]([Cl:34])[CH3:35].[Cl:36][CH2:37][Cl:38].[I:24][N:25]1[C:26](=[O:27])[CH2:28][CH2:29][C:30]1=[O:31].[O:1]1[CH2:2][CH2:3][N:4]([C:7](=[O:8])[c:9]2[cH:10][c:11](-[c:15]3[cH:16][c:17]4[c:18]([n:19][cH:20]3)[nH:21][n:22][cH:23]4)[cH:12][cH:13][cH:14]2)[CH2:5][CH2:6]1>>[O:1]1[CH2:2][CH2:3][N:4]([C:7](=[O:8])[c:9]2[cH:10][c:11](-[c:15]3[cH:16][c:17]4[c:18]([n:19][cH:20]3)[nH:21][n:22][c:23]4[I:24])[cH:12][cH:13][cH:14]2)[CH2:5][CH2:6]1. The reactants are CN1Cc2c(C3CC(O)C(O)C3)ccc(N(C(=O)[O-])C(C)(C)C)c2C1=O, ClCCl, O=C(O)C(F)(F)F. The product is O=C(O)C(F)(F)F, CN1Cc2c(C3CC(O)C(O)C3)ccc(N)c2C1=O. Reaction SMILES: [C:1]([N:5]([C:2](=[O:3])[O-:4])[c:9]1[c:10]2[c:14]([c:15]([CH:18]3[CH2:19][CH:20]([OH:24])[CH:21]([OH:23])[CH2:22]3)[cH:16][cH:17]1)[CH2:13][N:12]([CH3:25])[C:11]2=[O:26])([CH3:6])([CH3:7])[CH3:8].[Cl:34][CH2:35][Cl:36].[F:27][C:28]([C:29](=[O:30])[OH:31])([F:32])[F:33]>>[F:27][C:28]([C:29](=[O:30])[OH:31])([F:32])[F:33].[NH2:5][c:9]1[c:10]2[c:14]([c:15]([CH:18]3[CH2:19][CH:20]([OH:24])[CH:21]([OH:23])[CH2:22]3)[cH:16][cH:17]1)[CH2:13][N:12]([CH3:25])[C:11]2=[O:26]. The reactants are FC1=C(OC2=C(C(=NN2C)C)C2=C(C=C(C=C2F)F)F)C(=CC(=C1)[N+](=O)[O-])F (5-(2,6-Difluoro-4-nitrophenoxy)-1,3-dimethyl-4-(2,4,6-trifluorophenyl)-1H-pyrazole), [Cl-].[NH4+] (ammonium chloride), O (water). Reagents/catalysts: [Fe] (iron). Run in C(C)O (ethanol), C(C)(=O)OCC (ethyl acetate). Reaction conditions: time 30 minute. Yields the product CN1N=C(C(=C1OC1=C(C=C(C=C1F)N)F)C1=C(C=C(C=C1F)F)F)C (4-[[1,3-Dimethyl-4-(2,4,6-trifluorophenyl)-1H-pyrazol-5-yl]oxy]-3,5-difluorobenzenamine). RXN SMILES: [F:1][C:2]1[CH:24]=[C:23]([N+:25]([O-])=O)[CH:22]=[C:21]([F:28])[C:3]=1[O:4][C:5]1[N:9]([CH3:10])[N:8]=[C:7]([CH3:11])[C:6]=1[C:12]1[C:17]([F:18])=[CH:16][C:15]([F:19])=[CH:14][C:13]=1[F:20].[Cl-].[NH4+].O>C(O)C.C(OCC)(=O)C.[Fe]>[CH3:10][N:9]1[C:5]([O:4][C:3]2[C:2]([F:1])=[CH:24][C:23]([NH2:25])=[CH:22][C:21]=2[F:28])=[C:6]([C:12]2[C:13]([F:20])=[CH:14][C:15]([F:19])=[CH:16][C:17]=2[F:18])[C:7]([CH3:11])=[N:8]1 |f:1.2|. Procedure details: 5-(2,6-Difluoro-4-nitrophenoxy)-1,3-dimethyl-4-(2,4,6-trifluorophenyl)-1H-pyrazole (i.e. the product of Synthesis Example 8) (0.780 g, 1.95 mmol) was combined with iron powder (325 mesh, 0.58 g, 10 mmol) and ammonium chloride (64 mg, 1.2 mmol) in ethanol (27 mL) to which water (3 mL) had been added. The mixture was heated at reflux for 1.25 h and then allowed to cool. The reaction mixture was diluted with an equal volume of ethyl acetate and filtered through Celite filter aid. The filtrate was d...